This data is from the Open Reaction Database (ORD), a public repository of structured organic reaction records. The task is: describe an organic reaction: reactants, conditions, products, and yield Reactants: C1CCNCC1, ClCCl, COc1c(C)c(Cc2ccc(-c3ccncc3)c(C(=O)O)c2)c(OC)c(OC)c1OC, CN(C)c1ccncc1. The product is COc1c(C)c(Cc2ccc(-c3ccncc3)c(C(=O)N3CCCCC3)c2)c(OC)c(OC)c1OC. As a reaction SMILES: [CH2:32]1[CH2:33][CH2:34][NH:35][CH2:36][CH2:37]1.[CH2:38]([Cl:39])[Cl:40].[CH3:1][O:2][c:3]1[c:4]([CH3:31])[c:5]([CH2:6][c:7]2[cH:8][cH:9][c:10](-[c:16]3[cH:17][cH:18][n:19][cH:20][cH:21]3)[c:11]([C:12](=[O:13])[OH:14])[cH:15]2)[c:22]([O:29][CH3:30])[c:23]([O:27][CH3:28])[c:24]1[O:25][CH3:26].[CH3:41][N:42]([CH3:43])[c:44]1[cH:45][cH:46][n:47][cH:48][cH:49]1>>[CH3:1][O:2][c:3]1[c:4]([CH3:31])[c:5]([CH2:6][c:7]2[cH:8][cH:9][c:10](-[c:16]3[cH:17][cH:18][n:19][cH:20][cH:21]3)[c:11]([C:12](=[O:14])[N:35]3[CH2:34][CH2:33][CH2:32][CH2:37][CH2:36]3)[cH:15]2)[c:22]([O:29][CH3:30])[c:23]([O:27][CH3:28])[c:24]1[O:25][CH3:26]. The reactants are CCOCC (ether), C(C)ON1C(CC(CC1)NC1CC2=C(C=CC=C2CC1)OC)=C=O (2-(1-ethoxy-carbonyl-piperidin-4-yl)amino-8-methoxy-1,2,3,4-tetrahydronaphthalene), [H-].[Al+3].[Li+].[H-].[H-].[H-] (lithium aluminum hydride), CCOCC (ether), CCOCC (ether), O (water), [OH-].[Na+] (sodium hydroxide), O (water). Run at time 15 hour. Product: COC=1C=CC=C2CCC(CC12)NC1CCN(CC1)C (8-Methoxy-2-(1-methylpiperidin-4-yl)amino-1,2,3,4-tetrahydronaphthalene). Isolated yield 91.0%. Reaction SMILES: C(O[N:4]1[CH2:9][CH2:8][CH:7]([NH:10][CH:11]2[CH2:20][CH2:19][C:18]3[C:13](=[C:14]([O:21][CH3:22])[CH:15]=[CH:16][CH:17]=3)[CH2:12]2)[CH2:6][C:5]1=C=O)C.[H-].[Al+3].[Li+].[H-].[H-].[H-].O.[OH-].[Na+].[CH3:34]COCC>>[CH3:22][O:21][C:14]1[CH:15]=[CH:16][CH:17]=[C:18]2[C:13]=1[CH2:12][CH:11]([NH:10][CH:7]1[CH2:6][CH2:5][N:4]([CH3:34])[CH2:9][CH2:8]1)[CH2:20][CH2:19]2 |f:1.2.3.4.5.6,8.9|. Procedure details: A solution of 1.20 g (3.6 mmol) of 2-(1-ethoxy-carbonyl-piperidin-4-yl)amino-8-methoxy-1,2,3,4-tetrahydronaphthalene in 10 ml of ether was added dropwise at room temperature to the suspension of 0.27 g (7.2 mmol) of lithium aluminum hydride in 10 ml of ether. After stirring &for 15 hours at room temperature, the mixture was diluted with 30 ml of ether. 0.3 ml of water, 0.25 ml of 20% strength sodium hydroxide solution and 1 ml of water were subsequently carefully added dropwise. For drying, 3 g ... The yield is 95.0%. The reactants are C(C(C)C)(=O)OCC (Ethyl isobutyrate), ClCC=1SC=CC1 (2-(chloromethyl)thiophene). Reported procedure: Ethyl isobutyrate (10.9 mL, 81.7 mmol) is alkylated with 2-(chloromethyl)thiophene according to general procedure F to give the product 44 as a yellow liquid (16.4 g, 95%). 1H NMR (CDCl3) 7.15-7.10 (m, 1), 6.95-6.90 (m, 1), 6.77 (d, 1, J=3.6), 4.15 (t, 2, J=7.0), 3.07 (s, 2), 1.26 (t, 3, J=7.0), 1.21 (s, 6); 13C NMR (CDCl3) 176.96, 139.80, 126.74, 126.42, 123.94, 60.59, 43.65, 40.30, 25.07, 14.22; MS (MW=212.3, CI/CH4, eE=70 eV) m/z 213 [(M+H)30 , base peak], 193, 179, 167, 140, 139, 125, 98, 97... Reaction SMILES: [C:1]([O:6][CH2:7][CH3:8])(=[O:5])[CH:2]([CH3:4])[CH3:3].Cl[CH2:10][C:11]1[S:12][CH:13]=[CH:14][CH:15]=1>>[CH2:7]([O:6][C:1](=[O:5])[C:2]([CH3:4])([CH3:3])[CH2:10][C:11]1[S:12][CH:13]=[CH:14][CH:15]=1)[CH3:8]. The product is C(C)OC(C(CC=1SC=CC1)(C)C)=O (3-Thiophen-2-yl-2,2-dimethylpropionic acid ethyl ester).